describe an organic reaction: reactants, conditions, products, and yield From a dataset of the Open Reaction Database (ORD), a public repository of structured organic reaction records. Reactants: CC=1OC(C(N1)CC1=C(C=CC2=CC=C(C=C12)OC)OC)=O (2-methyl-4-[(2,7-dimethoxynaphth-1-yl)methyl]oxazolin-5-one), C(Cl)Cl (CH2Cl2), [Cl-].[Al+3].[Cl-].[Cl-] (aluminum chloride), ice. Run in same solvent, C(C)(=O)OC(C)=O (acetic anhydride). Conditions: temperature 60 celsius, time 1 hour. The product is O=C1C(CC2=C(C=CC3=CC=C(C1=C23)OC)OC)NC(C)=O (N-(1-oxo-4,9-dimethoxy-2,3-dihydro-1H-phenalen-2-yl)acetamide), O=C1C(CC2=C(C=CC3=CC=C(C1=C23)O)OC)NC(C)=O (N-(1-oxo-9-hydroxy-4-methoxy-2,3-dihydro-1H-phenalen-2-yl)acetamide). RXN SMILES: C(Cl)Cl.[Cl-].[Al+3].[Cl-].[Cl-].[CH3:8][C:9]1[O:10][C:11](=[O:29])[CH:12]([CH2:14][C:15]2[C:24]3[C:19](=[CH:20][CH:21]=[C:22]([O:25][CH3:26])[CH:23]=3)[CH:18]=[CH:17][C:16]=2[O:27][CH3:28])[N:13]=1>C(OC(=O)C)(=O)C>[O:29]=[C:11]1[C:23]2=[C:24]3[C:19](=[CH:20][CH:21]=[C:22]2[O:25][CH3:26])[CH:18]=[CH:17][C:16]([O:27][CH3:28])=[C:15]3[CH2:14][CH:12]1[NH:13][C:9](=[O:10])[CH3:8].[O:29]=[C:11]1[C:23]2=[C:24]3[C:19](=[CH:20][CH:21]=[C:22]2[OH:25])[CH:18]=[CH:17][C:16]([O:27][CH3:28])=[C:15]3[CH2:14][CH:12]1[NH:13][C:9](=[O:10])[CH3:8] |f:1.2.3.4|. Procedure: The compound obtained in Preparation 33 (5 mmol; 1.65 g) is dissolved in 10 cm3 of acetic anhydride and the reaction medium is maintained at the reflux temperature of the solvent for 40 min. The excess anhydride is evaporated to dryness with a trolley pump in order to isolate the 2-methyl-4-[(2,7-dimethoxynaphth-1-yl)methyl]oxazolin-5-one, which is used without further purification. 30 cm3 of anhydrous CH2Cl2 and aluminum chloride (18 mmol; 2.37 g) are introduced into a three-necked flask placed... Starting materials: CC(=O)O, ClCCl, COc1cc(C(N)CC(=O)O)cc(OC)c1OC, O=Cc1ccccc1C=O. The product is COc1cc(C(CC(=O)O)N2Cc3ccccc3C2=O)cc(OC)c1OC. RXN SMILES: [CH3:29][C:30](=[O:31])[OH:32].[Cl:33][CH2:34][Cl:35].[NH2:1][CH:2]([CH2:3][C:4](=[O:5])[OH:6])[c:7]1[cH:8][c:9]([O:17][CH3:18])[c:10]([O:15][CH3:16])[c:11]([O:13][CH3:14])[cH:12]1.[c:19]1([CH:27]=[O:28])[c:20]([CH:25]=[O:26])[cH:21][cH:22][cH:23][cH:24]1>>[N:1]1([CH:2]([CH2:3][C:4](=[O:5])[OH:6])[c:7]2[cH:8][c:9]([O:17][CH3:18])[c:10]([O:15][CH3:16])[c:11]([O:13][CH3:14])[cH:12]2)[C:25](=[O:26])[c:20]2[c:19]([cH:24][cH:23][cH:22][cH:21]2)[CH2:27]1. Reactants: N (ammonia), N (ammonia), 60.6, C(C)N(C=1C=C(CCC#N)C=CC1)CC (3-diethylamino-hydrocinnamonitrile), [OH-].[Na+] (sodium hydroxide), O (water), Be hydrochloric acid. The solvent is methylated spirits, denatured alcohol. The product is C(C)N(C=1C=C(CCC(=O)O)C=CC1)CC (3-diethylamino-hydrocinnamic acid). Reaction SMILES: [CH2:1]([N:3]([CH2:14][CH3:15])[C:4]1[CH:5]=[C:6]([CH:11]=[CH:12][CH:13]=1)[CH2:7][CH2:8][C:9]#N)[CH3:2].[OH-:16].[Na+].N.[OH2:19]>>[CH2:1]([N:3]([CH2:14][CH3:15])[C:4]1[CH:5]=[C:6]([CH:11]=[CH:12][CH:13]=1)[CH2:7][CH2:8][C:9]([OH:19])=[O:16])[CH3:2] |f:1.2|. Procedure: A mixture of 60.6 parts of 3-diethylamino-hydrocinnamonitrile, 250 parts by volume of methylated spirits of denatured alcohol, 100 parts of water and 60 parts by volume of a 35° Be solution of sodium hydroxide was heated under reflux until the evolution of ammonia ceased. After the evolution of ammonia had stopped, the mixture was cooled and then neutralized by addition of 19° Be hydrochloric acid. After filtering and drying, 3-diethylamino-hydrocinnamic acid was obtained of the formula: The solvent is C(C)(=O)OCC (ethyl acetate). Starting materials: ClCCl (dichloromethane), [Cl-].[Al+3].[Cl-].[Cl-] (aluminum chloride), [Cl-].C(C)OC(CCC(=O)O)=O (succinic acid monoethyl ester chloride), ice water, BrC=1C=CC=C2C=CNC12 (7-bromoindole). Procedure: To a dichloromethane (50 mL) solution of aluminum chloride (6.80 g), succinic acid monoethyl ester chloride (8.39 g) was added under ice cooling and the mixture was stirred for 30 minutes. To the mixture, 7-bromoindole (5.0 g) was added, followed by stirring at room temperature for 5 hours. To the reaction mixture, ice water and ethyl acetate were added, followed by extraction with ethyl acetate. The organic layer was washed in turn with water and saturated saline, dried over anhydrous sodium su... Run at time 30 minute. Reaction SMILES: ClCCl.[Cl-].[Al+3].[Cl-].[Cl-].[Cl-].[CH2:9]([O:11][C:12](=[O:18])[CH2:13][CH2:14][C:15]([OH:17])=O)[CH3:10].[Br:19][C:20]1[CH:21]=[CH:22][CH:23]=[C:24]2[C:28]=1[NH:27][CH:26]=[CH:25]2>C(OCC)(=O)C>[Br:19][C:20]1[CH:21]=[CH:22][CH:23]=[C:24]2[C:28]=1[NH:27][CH:26]=[C:25]2[C:15](=[O:17])[CH2:14][CH2:13][C:12]([O:11][CH2:9][CH3:10])=[O:18] |f:1.2.3.4,5.6|. Product: BrC=1C=CC=C2C(=CNC12)C(CCC(=O)OCC)=O (ethyl 4-(7-bromo-1H-indol-3-yl)-4-oxobutanoate). Starting materials: BrCC1=CC=2C(=NON2)C=C1 (5-(Bromomethyl)benzo[c][1,2,5]oxadiazole), ON1C(C=2C(C1=O)=CC=CC2)=O (N-hydroxyphthalimide), O1CCCC1 (tetrahydrofuran), C(C)(C)N(C(C)C)CC (N,N-Diisopropylethylamine). The product is N=1ON=C2C1C=CC(=C2)COC2=C1C(C(=O)NC1=O)=CC=C2 ((benzo[c][1,2,5]oxadiazol-5-yl)methoxyphthalimide). Isolated yield 94.0%. As a reaction SMILES: Br[CH2:2][C:3]1[CH:11]=[CH:10][C:6]2=[N:7][O:8][N:9]=[C:5]2[CH:4]=1.O[N:13]1[C:17](=[O:18])[C:16]2=[CH:19][CH:20]=[CH:21][CH:22]=[C:15]2[C:14]1=[O:23].C(N(CC)C(C)C)(C)C.[O:33]1CCCC1>>[N:7]1[O:8][N:9]=[C:5]2[CH:4]=[C:3]([CH2:2][O:33][C:19]3[CH:20]=[CH:21][CH:22]=[C:15]4[C:14]([NH:13][C:17](=[O:18])[C:16]=34)=[O:23])[CH:11]=[CH:10][C:6]=12. Procedure: 5-(Bromomethyl)benzo[c][1,2,5]oxadiazole (0.441 g, 2.07 mmol) was added to a solution of N-hydroxyphthalimide (0.336 g, 2.06 mmol) in dry tetrahydrofuran (15 ml). N,N-Diisopropylethylamine (0.519 g, 4.02 mmol) was added and the solution was stirred at reflux under nitrogen for 23 h and cooled to room temperature. The suspension was concentrated in vacuo to a pale beige solid. This was diluted with water and filtered. The residue was washed with plenty of water and dried under vacuum to give (ben... Starting materials: C(C)(C)(C)OC(=O)NC1=CC=C(C=C1)SC1=C(C=C(C(=O)O)C=C1)NC=1C2=C(N=CN1)N=C(C=C2)C(C)C (4-(4-tert-Butoxycarbonylamino-phenylsulfanyl)-3-(7-isopropyl-pyrido[2,3-d]pyrimidin-4-ylamino)-benzoic acid), CC=1C=C(CN)C=CC1 (m-methylbenzylamine). Yields the product C(C)(C)(C)OC(NC1=CC=C(C=C1)SC1=C(C=C(C=C1)C(NCC1=CC(=CC=C1)C)=O)NC=1C2=C(N=CN1)N=C(C=C2)C(C)C)=O ({4-[2-(7-Isopropyl-pyrido[2,3-d]pyrimidin-4-ylamino)-4-(3-methyl-benzylcarbamoyl)-phenylsulfanyl]-phenyl}-carbamic acid tert-butyl ester). Reaction SMILES: [C:1]([O:5][C:6]([NH:8][C:9]1[CH:14]=[CH:13][C:12]([S:15][C:16]2[CH:24]=[CH:23][C:19]([C:20]([OH:22])=O)=[CH:18][C:17]=2[NH:25][C:26]2[C:27]3[CH:35]=[CH:34][C:33]([CH:36]([CH3:38])[CH3:37])=[N:32][C:28]=3[N:29]=[CH:30][N:31]=2)=[CH:11][CH:10]=1)=[O:7])([CH3:4])([CH3:3])[CH3:2].[CH3:39][C:40]1[CH:41]=[C:42]([CH:45]=[CH:46][CH:47]=1)[CH2:43][NH2:44]>>[C:1]([O:5][C:6](=[O:7])[NH:8][C:9]1[CH:14]=[CH:13][C:12]([S:15][C:16]2[CH:24]=[CH:23][C:19]([C:20](=[O:22])[NH:44][CH2:43][C:42]3[CH:45]=[CH:46][CH:47]=[C:40]([CH3:39])[CH:41]=3)=[CH:18][C:17]=2[NH:25][C:26]2[C:27]3[CH:35]=[CH:34][C:33]([CH:36]([CH3:38])[CH3:37])=[N:32][C:28]=3[N:29]=[CH:30][N:31]=2)=[CH:11][CH:10]=1)([CH3:3])([CH3:2])[CH3:4]. Reported procedure: According to the procedure in Example 385F, the title compound was prepared using 4-(4-tert-butoxycarbonylamino-phenylsulfanyl)-3-(7-isopropyl-pyrido[2,3-d]pyrimidin-4-ylamino)-benzoic acid (prepared in Example 385E) and m-methylbenzylamine.